This data is from the Open Reaction Database (ORD), a public repository of structured organic reaction records. The task is: describe an organic reaction: reactants, conditions, products, and yield The reactants are C(C(C)(C)C)(=O)C1=CN(C2=NC=C(N=C21)NC2=CC=C(C=O)C=C2)COCC[Si](C)(C)C (4-(7-pivaloyl-5-((2-(trimethylsilyl)ethoxy)methyl)-5H-pyrrolo[2,3-b]pyrazin-2-ylamino)benzaldehyde), CN1CCNCC1.O=CCC#N (4-methylpiperazin 3-oxopropanenitrile), C(C)(=O)O.N1CCCCC1 (piperidine acetate). The solvent is C(C)O (ethanol), C(C)O (ethanol). Run at temperature 80 celsius. Product: CN1CCN(CC1)C(=O)C(C#N)=CC1=CC=C(C=C1)NC=1N=C2C(=NC1)N(C=C2C(C(C)(C)C)=O)COCC[Si](C)(C)C (2-(4-methylpiperazine-1-carbonyl)-3-(4-(7-pivaloyl-5-((2-(trimethylsilyl)ethoxy)methyl)-5H-pyrrolo[2,3-b]pyrazin-2-ylamino)phenyl)acrylonitrile). The yield is 103.9%. RXN SMILES: [C:1]([C:7]1[C:15]2[C:10](=[N:11][CH:12]=[C:13]([NH:16][C:17]3[CH:24]=[CH:23][C:20]([CH:21]=O)=[CH:19][CH:18]=3)[N:14]=2)[N:9]([CH2:25][O:26][CH2:27][CH2:28][Si:29]([CH3:32])([CH3:31])[CH3:30])[CH:8]=1)(=[O:6])[C:2]([CH3:5])([CH3:4])[CH3:3].[CH3:33][N:34]1[CH2:39][CH2:38][NH:37][CH2:36][CH2:35]1.[O:40]=[CH:41][CH2:42][C:43]#[N:44].C(O)(=O)C.N1CCCCC1>C(O)C>[CH3:33][N:34]1[CH2:39][CH2:38][N:37]([C:41]([C:42](=[CH:21][C:20]2[CH:23]=[CH:24][C:17]([NH:16][C:13]3[N:14]=[C:15]4[C:7]([C:1](=[O:6])[C:2]([CH3:4])([CH3:3])[CH3:5])=[CH:8][N:9]([CH2:25][O:26][CH2:27][CH2:28][Si:29]([CH3:32])([CH3:30])[CH3:31])[C:10]4=[N:11][CH:12]=3)=[CH:18][CH:19]=2)[C:43]#[N:44])=[O:40])[CH2:36][CH2:35]1 |f:1.2,3.4|. Reported procedure: To a 35 ml reaction vial, 4-(7-pivaloyl-5-((2-(trimethylsilyl)ethoxy)methyl)-5H-pyrrolo[2,3-b]pyrazin-2-ylamino)benzaldehyde (0.200 g, 0.0004 mole) and 3-(4-methylpiperazin-3-oxopropanenitrile (0.211 g, 0.0013 mole) was taken in ethanol (10 ml). To this, piperidine acetate (3.3 M solution in water) (3 ml, 0.0099 mole) was added at RT and the reaction mixture was heated to 80° C. for 16 hr. After completion of the reaction, ethanol was evaporated under reduced pressure from the reaction mixture a... Reactants: [Sn] (tin), C[Sn](C1=C(C=CC2=CC=CC=C12)C)(C)C (1-Trimethylstannyl-2-methyl naphthalene), C(Cl)Cl (CH2Cl2). Reaction conditions: time 8 hour. Product: ClC1=C(C=CC2=CC=CC=C12)C (1-Chloro-2-methyl naphthalene). Yield: 80.0%. RXN SMILES: [Sn].C[Sn](C)(C)[C:4]1[C:13]2[C:8](=[CH:9][CH:10]=[CH:11][CH:12]=2)[CH:7]=[CH:6][C:5]=1[CH3:14].C(Cl)[Cl:18]>>[Cl:18][C:4]1[C:13]2[C:8](=[CH:9][CH:10]=[CH:11][CH:12]=2)[CH:7]=[CH:6][C:5]=1[CH3:14] |^3:0|. Procedure details: To the tin compound 20 (1 g, 3.3 mmole) in CH2Cl2 (50 ml) was added N-chlorosuccimimide NCIS (931 mg, 7 mmole). The mixture was stirred overnight. The mixture was washed with saturated solution of NaHCO3, water, brine, dried with anhydrous magnesium sulfate, and concentrated in vacuo to yield 0.7 g of a crude yellowish semi-solid. The crude yellow semi-solid was purified by column chromatography (silica, 100% hexane) to afford 1.2 g of 21 (80%) as a white powder. A simple component was detected ... Starting materials: Cl.N1C[C@H](CCC1)CNC(CCNC(CNC(CC(C1=CC=CC=C1)(C1=CC=CC=C1)C1=CC=CC=C1)=O)=O)=O (N-(2-{3-((3S)-3-piperidylmethyl)amino-3-oxopropyl}amino-2-oxoethyl)-3,3,3-triphenylpropanamide monohydrochloride), C(C)(=O)O[BH-](OC(C)=O)OC(C)=O.[Na+] (sodium triacetoxyborohydride), O1CCCC1 (tetrahydrofuran). Run in CC(C=O)CC (2-methylbutanal), C(C)(=O)OCC (ethyl acetate). Run at time 2 hour. Yields the product CC(CN1C[C@H](CCC1)CNC(CCNC(CNC(CC(C1=CC=CC=C1)(C1=CC=CC=C1)C1=CC=CC=C1)=O)=O)=O)CC (N-(2-{3-({(3R)-1-(2-methylbutyl)-3-piperidyl}methyl)amino-3-oxopropyl}amino-2-oxoethyl)-3,3,3-triphenylpropanamide). Reaction SMILES: Cl.[NH:2]1[CH2:7][CH2:6][CH2:5][C@H:4]([CH2:8][NH:9][C:10](=[O:40])[CH2:11][CH2:12][NH:13][C:14](=[O:39])[CH2:15][NH:16][C:17](=[O:38])[CH2:18][C:19]([C:32]2[CH:37]=[CH:36][CH:35]=[CH:34][CH:33]=2)([C:26]2[CH:31]=[CH:30][CH:29]=[CH:28][CH:27]=2)[C:20]2[CH:25]=[CH:24][CH:23]=[CH:22][CH:21]=2)[CH2:3]1.C(O[BH-](O[C:51](=O)[CH3:52])OC(=O)C)(=O)C.[Na+].O1C[CH2:58][CH2:57][CH2:56]1>CC(CC)C=O.C(OCC)(=O)C>[CH3:56][CH:57]([CH2:51][CH3:52])[CH2:58][N:2]1[CH2:7][CH2:6][CH2:5][C@H:4]([CH2:8][NH:9][C:10](=[O:40])[CH2:11][CH2:12][NH:13][C:14](=[O:39])[CH2:15][NH:16][C:17](=[O:38])[CH2:18][C:19]([C:20]2[CH:21]=[CH:22][CH:23]=[CH:24][CH:25]=2)([C:26]2[CH:31]=[CH:30][CH:29]=[CH:28][CH:27]=2)[C:32]2[CH:37]=[CH:36][CH:35]=[CH:34][CH:33]=2)[CH2:3]1 |f:0.1,2.3|. Reported procedure: To a solution of 200 mg of N-(2-{3-((3S)-3-piperidylmethyl)amino-3-oxopropyl}amino-2-oxoethyl)-3,3,3-triphenylpropanamide monohydrochloride in 10 ml of tetrahydrofuran, 0.10 ml of 2-methylbutanal and 230 mg of sodium triacetoxyborohydride were successively added at room temperature, followed by 2 hours' stirring at the same temperature. The reaction liquid was diluted with ethyl acetate, washed successively with saturated aqueous sodium bicarbonate solution and saturated saline solution, and dri... Reactants: COC(C1=CC(=C(C(=C1)OCC)C=1C=NN(C1)C)OCC)=O (3,5-Diethoxy-4-(1-methyl-1H-pyrazol-4-yl)-benzoic acid methyl ester), Cl (HCl). The solvent is CO.C1CCOC1 (methanol THF), [OH-].[Na+] (NaOH). Conditions: temperature 50 celsius, time 5 hour. Yields the product C(C)OC=1C=C(C(=O)O)C=C(C1C=1C=NN(C1)C)OCC (3,5-Diethoxy-4-(1-methyl-1H-pyrazol-4-yl)benzoic acid). As a reaction SMILES: C[O:2][C:3](=[O:22])[C:4]1[CH:9]=[C:8]([O:10][CH2:11][CH3:12])[C:7]([C:13]2[CH:14]=[N:15][N:16]([CH3:18])[CH:17]=2)=[C:6]([O:19][CH2:20][CH3:21])[CH:5]=1.Cl>CO.C1COCC1.[OH-].[Na+]>[CH2:20]([O:19][C:6]1[CH:5]=[C:4]([CH:9]=[C:8]([O:10][CH2:11][CH3:12])[C:7]=1[C:13]1[CH:14]=[N:15][N:16]([CH3:18])[CH:17]=1)[C:3]([OH:22])=[O:2])[CH3:21] |f:2.3,4.5|. Procedure details: 3,5-Diethoxy-4-(1-methyl-1H-pyrazol-4-yl)-benzoic acid methyl ester (895 mg) was dissolved in a mixed methanol/THF solution (16 mL, 5/3), aqueous 1 M NaOH solution (6 mL) was added to it, and stirred at 50° C. for 5 hours. The reaction liquid was cooled to room temperature, and aqueous 1 M HCl solution (6 mL) was added to it, and the solvent was evaporated away under reduced pressure. The resulting solid was taken out through filtration, washed with water and ether, and dried under reduced press... The reactants are BrCC(=O)NC1=C(C(=O)O)C=CC=C1 (2-(N-Bromoacetylamino)benzoic Acid), FC1=C(N)C=CC=C1 (ortho-fluoroaniline), CN(C)C=O (DMF), [OH-].[K+] (KOH). Run in O (H2O). Product: FC1=C(C=CC=C1)NCC(=O)NC1=C(C(=O)O)C=CC=C1 (2-[[N-(2-Fluorophenyl)amino]acetamido]benzoic acid). Yield: 85.3%. As a reaction SMILES: Br[CH2:2][C:3]([NH:5][C:6]1[CH:14]=[CH:13][CH:12]=[CH:11][C:7]=1[C:8]([OH:10])=[O:9])=[O:4].[F:15][C:16]1[CH:22]=[CH:21][CH:20]=[CH:19][C:17]=1[NH2:18].CN(C=O)C.[OH-].[K+]>O>[F:15][C:16]1[CH:22]=[CH:21][CH:20]=[CH:19][C:17]=1[NH:18][CH2:2][C:3]([NH:5][C:6]1[CH:14]=[CH:13][CH:12]=[CH:11][C:7]=1[C:8]([OH:10])=[O:9])=[O:4] |f:3.4|. Procedure: A solution of 2-(N-bromoacetylamino)benzoic acid from Example 79 (8.00 g, 31.0 mmol), ortho-fluoroaniline (7.48 mL, 77.5 mmol) and DMF (80 mL) was heated to 75° C. for 8 h. The mixture was cooled, poured over H2O (1 L) and 5% KOH (300 mL) and washed with CH2Cl2 (3×300 mL). The aqueous layer was acidified to pH 2 with 2N HCl, cooled below room temperature and filtered. The filter cake was rinsed with water (60 mL) and dried under high vacuum at 45° C. to yield 7.62 g (85%) of the title compound a...